This data is from the Open Reaction Database (ORD), a public repository of structured organic reaction records. The task is: describe an organic reaction: reactants, conditions, products, and yield Reactants: CCCCOc1c(CNC(=O)OC(C)(C)C)n(CC2CC2)c(=O)c2ccc(C(N)=O)cc12, CCOC(C)=O, Cl. Yields the product CCCCOc1c(CN)n(CC2CC2)c(=O)c2ccc(C(N)=O)cc12, Cl. Reaction SMILES: [CH2:1]([CH2:2][CH2:3][CH3:4])[O:5][c:6]1[c:7]([CH2:24][NH:25][C:26]([O:27][C:28]([CH3:29])([CH3:30])[CH3:31])=[O:32])[n:8]([CH2:20][CH:21]2[CH2:22][CH2:23]2)[c:9](=[O:19])[c:10]2[cH:11][cH:12][c:13]([C:16](=[O:17])[NH2:18])[cH:14][c:15]12.[CH3:34][CH2:35][O:36][C:37](=[O:38])[CH3:39].[ClH:33]>>[CH2:1]([CH2:2][CH2:3][CH3:4])[O:5][c:6]1[c:7]([CH2:24][NH2:25])[n:8]([CH2:20][CH:21]2[CH2:22][CH2:23]2)[c:9](=[O:19])[c:10]2[cH:11][cH:12][c:13]([C:16](=[O:17])[NH2:18])[cH:14][c:15]12.[ClH:33]. Starting materials: [N+](=O)([O-])C=1C=C(C=CC1)O (3-nitrophenol), ClCC1=NC(=CC=C1)C1=CC=CC=C1 (2-chloromethyl-6-phenylpyridine), C([O-])([O-])=O.[Cs+].[Cs+] (cesium carbonate). Reagents/catalysts: [I-].[K+] (potassium iodide). The solvent is CC(=O)C (acetone). Product: [N+](=O)([O-])C=1C=C(OCC2=CC=CC(=N2)C2=CC=CC=C2)C=CC1 (6-[(3-Nitrophenoxy)methyl]-2-phenylpyridine). The yield is 101.2%. Reaction SMILES: [N+:1]([C:4]1[CH:5]=[C:6]([OH:10])[CH:7]=[CH:8][CH:9]=1)([O-:3])=[O:2].Cl[CH2:12][C:13]1[CH:18]=[CH:17][CH:16]=[C:15]([C:19]2[CH:24]=[CH:23][CH:22]=[CH:21][CH:20]=2)[N:14]=1.C(=O)([O-])[O-].[Cs+].[Cs+]>CC(C)=O.[I-].[K+]>[N+:1]([C:4]1[CH:5]=[C:6]([CH:7]=[CH:8][CH:9]=1)[O:10][CH2:12][C:13]1[N:14]=[C:15]([C:19]2[CH:24]=[CH:23][CH:22]=[CH:21][CH:20]=2)[CH:16]=[CH:17][CH:18]=1)([O-:3])=[O:2] |f:2.3.4,6.7|. Reported procedure: To a stirred solution of 4.2 g (0.03 mol) of 3-nitrophenol in 150 ml of acetone is added 7.5 g (0.05 mol) of 2-chloromethyl-6-phenylpyridine hydrochloride3, 10 g (0.03 mol) of cesium carbonate and 0.5 g of potassium iodide, and the slurry is heated to reflux for 20 hours. The hot mixture is filtered, and the filtrate is concentrated in vacuo to obtain an oil (9.3 g). The crude product is recrystallized from ethyl acetate/pentane to give a first crop (4.5 g, 49%) of crystals, m.p. 77°-80° C. and ... Reactants: BrC=1C=C(C=CC1F)C(O)C1NC=CCN1 (1-(3-bromo-4-fluorophenyl)-1-(2-tetrahydropyrimidinyl)methanol). Reagents/catalysts: [O-2].[O-2].[Mn+4] (manganese dioxide). The solvent is C(Cl)Cl (methylene chloride). Reaction conditions: time 3 day. Yields the product BrC=1C=C(C(=O)C2N=CCCN2)C=CC1F (2-(3-Bromo-4-fluorobenzoyl)-2,3,4,5-tetrahydropyrimidine). The yield is 81.0%. RXN SMILES: [Br:1][C:2]1[CH:3]=[C:4]([CH:9]([CH:11]2[NH:16][CH2:15][CH:14]=[CH:13][NH:12]2)[OH:10])[CH:5]=[CH:6][C:7]=1[F:8]>C(Cl)Cl.[O-2].[O-2].[Mn+4]>[Br:1][C:2]1[CH:3]=[C:4]([CH:5]=[CH:6][C:7]=1[F:8])[C:9]([CH:11]1[NH:16][CH2:15][CH2:14][CH:13]=[N:12]1)=[O:10] |f:2.3.4|. Reported procedure: A mixture of 1-(3-bromo-4-fluorophenyl)-1-(2-tetrahydropyrimidinyl)methanol (23.4 g, 81.5 mmol) and manganese dioxide (70.8 g, 815 mmol) in methylene chloride is stirred at room temperature for 3 days and filtered through diatomaceous earth. The filtercake is washed with chloroform. The filtrates are combined and concentrated to dryness to afford the title compound as a yellow-green solid, 18.9 g (81% yield), identified by NMR and mass spectral analyses. 1H NMR (500 MHz, CDCl3) δ 8.51 (m, 1H), 8... Reactants: ClC=1C=C2C(=NC=NC2=CC1C(=O)N1CCCC1)NC(CCC(=O)O)C1=NC2=C(N1C(=O)OC(C)(C)C)C=CC(=C2)Cl (6-chloro-4-[1-(1-tert.-butyloxycarbonyl-5-chloro-1H-benzimidazol-2-yl)-3-hydroxycarbonyl-propyl-amino]-7-(pyrrolidin-1-yl-carbonyl)-quinazoline), O1C(NCC12CCNCC2)=O (1-oxa-3,8-diaza-spiro[4.5]decan-2-one), CN(C)C(=[N+](C)C)ON1C2=C(C=CC=C2)N=N1.[B-](F)(F)(F)F (TBTU), FC(C(=O)O)(F)F (trifluoroacetic acid). The solvent is C(C)#N.O1CCCC1 (acetonitrile tetrahydrofuran). Product: ClC=1C=C2C(=NC=NC2=CC1C(=O)N1CCCC1)NC(CCC(=O)N1CCC2(CNC(O2)=O)CC1)C1=NC2=C(N1)C=CC(=C2)Cl (6-chloro-4-{1-(5-chloro-1H-benzimidazol-2-yl)-3-[(1-oxa-3,8-diaza-spiro[4.5]decan-2-on-8-yl)-carbonyl]-propyl-amino}-7-(pyrrolidin-1-yl-carbonyl)-quinazoline). RXN SMILES: [Cl:1][C:2]1[CH:3]=[C:4]2[C:9](=[CH:10][C:11]=1[C:12]([N:14]1[CH2:18][CH2:17][CH2:16][CH2:15]1)=[O:13])[N:8]=[CH:7][N:6]=[C:5]2[NH:19][CH:20]([C:26]1[N:30](C(OC(C)(C)C)=O)[C:29]2[CH:38]=[CH:39][C:40]([Cl:42])=[CH:41][C:28]=2[N:27]=1)[CH2:21][CH2:22][C:23]([OH:25])=O.[O:43]1[C:47]2([CH2:52][CH2:51][NH:50][CH2:49][CH2:48]2)[CH2:46][NH:45][C:44]1=[O:53].CN(C(ON1N=NC2C=CC=CC1=2)=[N+](C)C)C.[B-](F)(F)(F)F.FC(F)(F)C(O)=O>C(#N)C.O1CCCC1>[Cl:1][C:2]1[CH:3]=[C:4]2[C:9](=[CH:10][C:11]=1[C:12]([N:14]1[CH2:18][CH2:17][CH2:16][CH2:15]1)=[O:13])[N:8]=[CH:7][N:6]=[C:5]2[NH:19][CH:20]([C:26]1[NH:30][C:29]2[CH:38]=[CH:39][C:40]([Cl:42])=[CH:41][C:28]=2[N:27]=1)[CH2:21][CH2:22][C:23]([N:50]1[CH2:49][CH2:48][C:47]2([O:43][C:44](=[O:53])[NH:45][CH2:46]2)[CH2:52][CH2:51]1)=[O:25] |f:2.3,5.6|. Procedure: Prepared analogously to Example 61 from 6-chloro-4-[1-(1-tert.-butyloxycarbonyl-5-chloro-1H-benzimidazol-2-yl)-3-hydroxycarbonyl-propyl-amino]-7-(pyrrolidin-1-yl-carbonyl)-quinazoline and 1-oxa-3,8-diaza-spiro[4.5]decan-2-one with TBTU in acetonitrile/tetrahydrofuran and subsequent reaction with trifluoroacetic acid. Reactants: ClC1=NC=CC(=C1F)N (2-chloro-3-fluoropyridin-4-ylamine), [H-].[Na+] (sodium hydride), ClC1=C(C(=O)Cl)C(=CC(=C1)C#N)F (2-chloro-4-cyano-6-fluoro-benzoyl chloride). Solvent: CN(C)C=O (DMF), CN(C)C=O (DMF). Conditions: time 16 hour. Product: ClC1=C(C(=O)N(C2=C(C(=NC=C2)Cl)F)C(C2=C(C=C(C=C2F)C#N)Cl)=O)C(=CC(=C1)C#N)F (2-Chloro-N-(2-chloro-4-cyano-6-fluoro-benzoyl)-N-(2-chloro-3-fluoropyridin-4-yl)-4-cyano-6-fluorobenzamide). Isolated yield 39.7%. Reaction SMILES: [Cl:1][C:2]1[C:7]([F:8])=[C:6]([NH2:9])[CH:5]=[CH:4][N:3]=1.[H-].[Na+].[Cl:12][C:13]1[CH:21]=[C:20]([C:22]#[N:23])[CH:19]=[C:18]([F:24])[C:14]=1[C:15](Cl)=[O:16]>CN(C=O)C>[Cl:12][C:13]1[CH:21]=[C:20]([C:22]#[N:23])[CH:19]=[C:18]([F:24])[C:14]=1[C:15]([N:9]([C:15](=[O:16])[C:14]1[C:18]([F:24])=[CH:19][C:20]([C:22]#[N:23])=[CH:21][C:13]=1[Cl:12])[C:6]1[CH:5]=[CH:4][N:3]=[C:2]([Cl:1])[C:7]=1[F:8])=[O:16] |f:1.2|. Procedure: To a solution of 2-chloro-3-fluoropyridin-4-ylamine (1.05 g, 7.1 mmol) in DMF (25 mL) at 0° C. was added sodium hydride (0.343 g, 14.3 mmol). The resulting violet mixture stirred for 20 minutes before a solution of 2-chloro-4-cyano-6-fluoro-benzoyl chloride (1.87 g, 8.6 mmol) in DMF (10 mL) was added. The mixture was warmed to room temperature stirred for 16 hours, then quenched with water and 1M HCl. The mixture was filtered through Celite®, washing with EtOAc. The organic filtrate was dried ov...